Dataset: the Open Reaction Database (ORD), a public repository of structured organic reaction records. Task: describe an organic reaction: reactants, conditions, products, and yield Starting materials: ClC1=NC=CC=N1 (2-chloropyrimidine), COC1=CC=C(C=C1)C=1N=C(NC1C1=CC=C(C=C1)OC)S (4,5-bis(4-methoxyphenyl)-2-mercaptoimidazole), [H-].[Na+] (sodium hydride), ice water. The reagents and catalysts are [Cu] (copper). Solvent: CN(C=O)C (dimethylformamide), CN(C=O)C (dimethylformamide). Conditions: time 30 minute. Yields the product COC1=CC=C(C=C1)C=1N=C(NC1C1=CC=C(C=C1)OC)SC1=NC=CC=N1 (4,5-bis(4-methoxyphenyl)-2-(2-pyrimidylthio)imidazole). Isolated yield 73.6%. RXN SMILES: [CH3:1][O:2][C:3]1[CH:8]=[CH:7][C:6]([C:9]2[N:10]=[C:11]([SH:22])[NH:12][C:13]=2[C:14]2[CH:19]=[CH:18][C:17]([O:20][CH3:21])=[CH:16][CH:15]=2)=[CH:5][CH:4]=1.[H-].[Na+].Cl[C:26]1[N:31]=[CH:30][CH:29]=[CH:28][N:27]=1>CN(C)C=O.[Cu]>[CH3:21][O:20][C:17]1[CH:18]=[CH:19][C:14]([C:13]2[N:12]=[C:11]([S:22][C:26]3[N:31]=[CH:30][CH:29]=[CH:28][N:27]=3)[NH:10][C:9]=2[C:6]2[CH:7]=[CH:8][C:3]([O:2][CH3:1])=[CH:4][CH:5]=2)=[CH:15][CH:16]=1 |f:1.2|. Procedure: 3.12 g of 4,5-bis(4-methoxyphenyl)-2-mercaptoimidazole is dissolved in 50 ml of absolute dimethylformamide and combined with 0.3 g of sodium hydride (80% strength in white oil). The mixture is stirred for 30 minutes and then 1.26 g of 2-chloropyrimidine in 25 ml of dimethylformamide is added dropwise thereto. The reaction mixture is combined with a pinch of powdered copper and stirred for one week under argon at room temperature. The solution is then poured into 300 ml of ice water, the product ... Starting materials: CC#N, O=C1Nc2ccccc2N(C(=O)Cl)c2ncccc21, C1CNCC(CCCN2CCOCC2)C1. Product: O=C1Nc2ccccc2N(C(=O)N2CCCC(CCCN3CCOCC3)C2)c2ncccc21. As a reaction SMILES: [CH3:35][C:36]#[N:37].[Cl:1][C:2](=[O:3])[N:4]1[c:5]2[c:6]([cH:16][cH:17][cH:18][n:19]2)[C:7](=[O:15])[NH:8][c:9]2[c:10]1[cH:11][cH:12][cH:13][cH:14]2.[O:20]1[CH2:21][CH2:22][N:23]([CH2:26][CH2:27][CH2:28][CH:29]2[CH2:30][NH:31][CH2:32][CH2:33][CH2:34]2)[CH2:24][CH2:25]1>>[C:2](=[O:3])([N:4]1[c:5]2[c:6]([cH:16][cH:17][cH:18][n:19]2)[C:7](=[O:15])[NH:8][c:9]2[c:10]1[cH:11][cH:12][cH:13][cH:14]2)[N:31]1[CH2:30][CH:29]([CH2:28][CH2:27][CH2:26][N:23]2[CH2:22][CH2:21][O:20][CH2:25][CH2:24]2)[CH2:34][CH2:33][CH2:32]1. Starting materials: FC(CNC(=O)NC=1C=C(C=CC1)N1C=NC2=C1C=CC(=C2)C2=CC=C(C=C2)C(C(=O)O)C)(F)F (2-(4-{1-[3-({[(2,2,2-trifluoroethyl)amino]carbonyl}amino)phenyl]-1H-benzimidazol-5-yl}phenyl)propanoic acid), O1C(=CC=C1)CN (2-furanmethanamine). Yields the product O1C(CCC1)CNC(C(C)C1=CC=C(C=C1)C1=CC2=C(N(C=N2)C2=CC(=CC=C2)NC(=O)NCC(F)(F)F)C=C1)=O (N-(Tetrahydrofuran-2-ylmethyl)-2-(4-{1-[3-({[(2,2,2-trifluoroethyl)amino]carbonyl}amino)phenyl]-1H-benzimidazol-5-yl}phenyl)propanamide). Reaction SMILES: [F:1][C:2]([F:35])([F:34])[CH2:3][NH:4][C:5]([NH:7][C:8]1[CH:9]=[C:10]([N:14]2[C:18]3[CH:19]=[CH:20][C:21]([C:23]4[CH:28]=[CH:27][C:26]([CH:29]([CH3:33])[C:30]([OH:32])=O)=[CH:25][CH:24]=4)=[CH:22][C:17]=3[N:16]=[CH:15]2)[CH:11]=[CH:12][CH:13]=1)=[O:6].[O:36]1[CH:40]=[CH:39][CH:38]=[C:37]1[CH2:41][NH2:42]>>[O:36]1[CH2:40][CH2:39][CH2:38][CH:37]1[CH2:41][NH:42][C:30](=[O:32])[CH:29]([C:26]1[CH:27]=[CH:28][C:23]([C:21]2[CH:20]=[CH:19][C:18]3[N:14]([C:10]4[CH:11]=[CH:12][CH:13]=[C:8]([NH:7][C:5]([NH:4][CH2:3][C:2]([F:1])([F:35])[F:34])=[O:6])[CH:9]=4)[CH:15]=[N:16][C:17]=3[CH:22]=2)=[CH:24][CH:25]=1)[CH3:33]. Procedure details: This compound was prepared by using procedures analogous to those described for the synthesis of Example 14 starting from 2-(4-{1-[3-({[(2,2,2-trifluoroethyl)amino]carbonyl}amino)phenyl]-1H-benzimidazol-5-yl}phenyl)propanoic acid and 2-furanmethanamine, tetrahydro- (Aldrich, Cat. No. 131911). LCMS (M+H)+: m/z=566.2. Starting materials: C(C)(C)(C)[Si](C1=CC=CC=C1)(C1=CC=CC=C1)O[C@H]1CC[C@H]2O[C@@]12C (rel-tert-butyl-[[(1R,4S,5R)-5-methyl-6-oxabicyclo[3.1.0]hexan-4-yl]oxy]-diphenyl-silane), Cl(=O)(=O)(=O)[O-].[Li+] (lithium perchlorate), [N-]=[N+]=[N-].[Na+] (sodium azide). Reaction conditions: temperature 90 celsius. Yields the product N(=[N+]=[N-])[C@H]1[C@@]([C@@H](CC1)O[Si](C1=CC=CC=C1)(C1=CC=CC=C1)C(C)(C)C)(O)C (rel-(1S,2R,5R)-2-Azido-5-(tert-butyl(diphenyl)silyl)oxy-1-methyl-cyclopentanol). As a reaction SMILES: [C:1]([Si:5]([O:18][C@@H:19]1[C@@:24]2([CH3:25])[C@H:22]([O:23]2)[CH2:21][CH2:20]1)([C:12]1[CH:17]=[CH:16][CH:15]=[CH:14][CH:13]=1)[C:6]1[CH:11]=[CH:10][CH:9]=[CH:8][CH:7]=1)([CH3:4])([CH3:3])[CH3:2].Cl([O-])(=O)(=O)=O.[Li+].[N-:32]=[N+:33]=[N-:34].[Na+]>>[N:32]([C@@H:22]1[CH2:21][CH2:20][C@@H:19]([O:18][Si:5]([C:1]([CH3:2])([CH3:4])[CH3:3])([C:6]2[CH:7]=[CH:8][CH:9]=[CH:10][CH:11]=2)[C:12]2[CH:17]=[CH:16][CH:15]=[CH:14][CH:13]=2)[C@@:24]1([CH3:25])[OH:23])=[N+:33]=[N-:34] |f:1.2,3.4|. Reported procedure: The title compound is prepared by essentially following the procedure as described in Preparation 41 using rel-tert-butyl-[[(1R,4S,5R)-5-methyl-6-oxabicyclo[3.1.0]hexan-4-yl]oxy]-diphenyl-silane (enantiomeric mixture), except that the reaction is heated to 90° C. for 48 h and the addition of lithium perchlorate and the second addition of sodium azide are omitted. Reactants: O=C(Cl)OCc1ccccc1, Cl, NCCCCO, [Na+], [OH-], O. The product is O=C(NCCCCO)OCc1ccccc1. Reaction SMILES: [Cl:9][C:10](=[O:11])[O:12][CH2:13][c:14]1[cH:15][cH:16][cH:17][cH:18][cH:19]1.[ClH:20].[NH2:1][CH2:2][CH2:3][CH2:4][CH2:5][OH:6].[Na+:8].[OH-:7].[OH2:21]>>[NH:1]([CH2:2][CH2:3][CH2:4][CH2:5][OH:6])[C:10](=[O:11])[O:12][CH2:13][c:14]1[cH:15][cH:16][cH:17][cH:18][cH:19]1. The reactants are FC=1C=C2CC(N(CC2=CC1)CCCN)CC1=CC=C(C=C1)F (3-[6-fluoro-3-(4-fluorobenzyl)-3,4-dihydroisoquinolin-2(1H)-yl]propanamine), C(#N)C=1C=C(C=CC1)N=C=O (3-cyanophenyl isocyanate). Product: C(#N)C=1C=C(C=CC1)NC(=O)NCCCN1CC2=CC=C(C=C2CC1CC1=CC=C(C=C1)F)F (1-(3-cyanophenyl)-3-[3-[6-fluoro-3-(4-fluorobenzyl)-3,4-dihydroisoquinolin-2(1H)-yl]propyl]urea). As a reaction SMILES: [F:1][C:2]1[CH:3]=[C:4]2[C:9](=[CH:10][CH:11]=1)[CH2:8][N:7]([CH2:12][CH2:13][CH2:14][NH2:15])[CH:6]([CH2:16][C:17]1[CH:22]=[CH:21][C:20]([F:23])=[CH:19][CH:18]=1)[CH2:5]2.[C:24]([C:26]1[CH:27]=[C:28]([N:32]=[C:33]=[O:34])[CH:29]=[CH:30][CH:31]=1)#[N:25]>>[C:24]([C:26]1[CH:27]=[C:28]([NH:32][C:33]([NH:15][CH2:14][CH2:13][CH2:12][N:7]2[CH:6]([CH2:16][C:17]3[CH:18]=[CH:19][C:20]([F:23])=[CH:21][CH:22]=3)[CH2:5][C:4]3[C:9](=[CH:10][CH:11]=[C:2]([F:1])[CH:3]=3)[CH2:8]2)=[O:34])[CH:29]=[CH:30][CH:31]=1)#[N:25]. Reported procedure: The reaction and treatment were carried out in the same manner as in Example 208 using 3-[6-fluoro-3-(4-fluorobenzyl)-3,4-dihydroisoquinolin-2(1H)-yl]propanamine obtained in Example 238-b) as a starting material, and using 3-cyanophenyl isocyanate instead of phenyl isocyanate to obtain a title compound as a pale yellow amorphous substance.